From a dataset of the Open Reaction Database (ORD), a public repository of structured organic reaction records. describe an organic reaction: reactants, conditions, products, and yield Reactants: CC=1C=C(CN(C(C(=O)[O-])=O)C2=CC=C(C=C2)C2=CC=C(C=C2)OC(F)(F)F)C=C(C1)C (N-(3,5-dimethylbenzyl)-N-[4′-(trifluoromethoxy)biphenyl-4-yl]oxamate), [OH-].[Na+] (sodium hydroxide). Solvent: O (water), O (water). Product: [Na+].CC=1C=C(CN(C(C(=O)[O-])=O)C2=CC=C(C=C2)C2=CC=C(C=C2)OC(F)(F)F)C=C(C1)C (N-(3,5-dimethylbenzyl)-N-[4′-(trifluoromethoxy)biphenyl-4-yl]oxamic Acid Sodium Salt). Yield: 66.0%. As a reaction SMILES: [CH3:1][C:2]1[CH:3]=[C:4]([CH:29]=[C:30]([CH3:32])[CH:31]=1)[CH2:5][N:6]([C:12]1[CH:17]=[CH:16][C:15]([C:18]2[CH:23]=[CH:22][C:21]([O:24][C:25]([F:28])([F:27])[F:26])=[CH:20][CH:19]=2)=[CH:14][CH:13]=1)[C:7](=[O:11])[C:8]([O-:10])=[O:9].[OH-].[Na+:34]>O>[Na+:34].[CH3:32][C:30]1[CH:29]=[C:4]([CH:3]=[C:2]([CH3:1])[CH:31]=1)[CH2:5][N:6]([C:12]1[CH:17]=[CH:16][C:15]([C:18]2[CH:23]=[CH:22][C:21]([O:24][C:25]([F:26])([F:27])[F:28])=[CH:20][CH:19]=2)=[CH:14][CH:13]=1)[C:7](=[O:11])[C:8]([O-:10])=[O:9] |f:1.2,4.5|. Procedure details: N-(3,5-dimethylbenzyl)-N-[4′-(trifluoromethoxy)biphenyl-4-yl]oxamate (200 mg, 0.437 mmol), 2N aqueous sodium hydroxide (2 ml) and water (1 ml) was irradiated with ultrasound for 5 minutes. The reaction mixture was diluted with water, and extracted with ethyl acetate. The organic layer was washed with saturated brine, and dried over anhydrous sodium sulfate. The solvent was evaporated under reduced pressure to give the title compound (130 mg, 66%) as a white solid. The reactants are NC=1SC(=C(N1)C(=O)N1[C@H]2C[C@H]2C[C@H]1CN)C1=CC(=CC=C1)F ([2-amino-5-(3-fluoro-phenyl)-thiazol-4-yl]-((1S,3S,5S)-3-aminomethyl-2-aza-bicyclo[3.1.0]hex-2-yl)-methanone), CC1=C(C(=O)O)C=CC=C1C (2,3-dimethyl-benzoic acid). Yields the product NC=1SC(=C(N1)C(=O)N1[C@H]2C[C@H]2C[C@H]1CNC(C1=C(C(=CC=C1)C)C)=O)C1=CC(=CC=C1)F (N-{(1S,3S,5S)-2-[2-amino-5-(3-fluoro-phenyl)-thiazole-4-carbonyl]-2-aza-bicyclo[3.1.0]hex-3-ylmethyl}-2,3-dimethyl-benzamide). Reaction SMILES: [NH2:1][C:2]1[S:3][C:4]([C:17]2[CH:22]=[CH:21][CH:20]=[C:19]([F:23])[CH:18]=2)=[C:5]([C:7]([N:9]2[C@H:14]([CH2:15][NH2:16])[CH2:13][C@H:12]3[C@@H:10]2[CH2:11]3)=[O:8])[N:6]=1.[CH3:24][C:25]1[C:33]([CH3:34])=[CH:32][CH:31]=[CH:30][C:26]=1[C:27](O)=[O:28]>>[NH2:1][C:2]1[S:3][C:4]([C:17]2[CH:22]=[CH:21][CH:20]=[C:19]([F:23])[CH:18]=2)=[C:5]([C:7]([N:9]2[C@H:14]([CH2:15][NH:16][C:27](=[O:28])[C:26]3[CH:30]=[CH:31][CH:32]=[C:33]([CH3:34])[C:25]=3[CH3:24])[CH2:13][C@H:12]3[C@@H:10]2[CH2:11]3)=[O:8])[N:6]=1. Procedure: prepared by reaction of [2-amino-5-(3-fluoro-phenyl)-thiazol-4-yl]-((1S,3S,5S)-3-aminomethyl-2-aza-bicyclo[3.1.0]hex-2-yl)-methanone with 2,3-dimethyl-benzoic acid. LC-MS (basic): tR=0.83 min; [M+H]+=465.2. Reactants: CN1CCC(=C2C3=C(C(=O)CC4=CC=CC=C42)SC=C3)CC1.C(=C/C(=O)O)\C(=O)O (ketotifen hydrogen fumarate), OC1[C@H](O)[C@@H](O)[C@H](O[C@H]2[C@H](O)[C@@H](O)[C@@H](O)[C@H](O2)CO)[C@H](O1)CO (lactose). The product is CN1CCC(=C2C=3C=CC=CC3CC(=O)C4=C2C=CS4)CC1 (ketotifen). RXN SMILES: [CH3:1][N:2]1[CH2:22][CH2:21][C:5](=[C:6]2[C:17]3[C:12](=[CH:13][CH:14]=[CH:15][CH:16]=3)[CH2:11][C:9](=[O:10])[C:8]3[S:18][CH:19]=[CH:20][C:7]2=3)[CH2:4][CH2:3]1.C(/C(O)=O)=C\C(O)=O.OC1O[C@H](CO)[C@@H](O[C@@H]2O[C@H](CO)[C@H](O)[C@H](O)[C@H]2O)[C@H](O)[C@H]1O>>[CH3:1][N:2]1[CH2:22][CH2:21][C:5](=[C:6]2[C:7]3[CH:20]=[CH:19][S:18][C:8]=3[C:9](=[O:10])[CH2:11][C:12]3[CH:13]=[CH:14][CH:15]=[CH:16][C:17]2=3)[CH2:4][CH2:3]1 |f:0.1|. Reported procedure: 2.75 kg of ketotifen hydrogen fumarate is mixed with 8.55 kg lactose for 5 minutes. The mass is sieved (vibration sieve; mesh width 500; hole size 250 microns). Separately 15 kg lactose and 2.5 kg corn starch are sieved and mixed (vibration sieve; hole size 1600 microns, wire diameter 630 microns). Glyceryl ditripalmitostearate is sieved (mesh width 1600, hole size 630 microns) and 41.2 kg thereof is mixed with two previously sieved masses, forming ketotifen fat granulate over ca. 30 minutes to ... Starting materials: CCO, COC(=O)c1ccc(NC(c2oc3ccc([N+](=O)[O-])cc3c2C)C2CCCCC2)cc1, [Na+], C1CCOC1, [OH-]. Product: Cc1c(C(Nc2ccc(C(=O)O)cc2)C2CCCCC2)oc2ccc([N+](=O)[O-])cc12. RXN SMILES: [CH3:39][CH2:40][OH:41].[CH:1]1([CH:7]([c:8]2[o:9][c:10]3[c:11]([c:12]2[CH3:13])[cH:14][c:15]([N+:18](=[O:19])[O-:20])[cH:16][cH:17]3)[NH:21][c:22]2[cH:23][cH:24][c:25]([C:26](=[O:27])[O:28][CH3:29])[cH:30][cH:31]2)[CH2:2][CH2:3][CH2:4][CH2:5][CH2:6]1.[Na+:38].[O:32]1[CH2:33][CH2:34][CH2:35][CH2:36]1.[OH-:37]>>[CH:1]1([CH:7]([c:8]2[o:9][c:10]3[c:11]([c:12]2[CH3:13])[cH:14][c:15]([N+:18](=[O:19])[O-:20])[cH:16][cH:17]3)[NH:21][c:22]2[cH:23][cH:24][c:25]([C:26](=[O:27])[OH:28])[cH:30][cH:31]2)[CH2:2][CH2:3][CH2:4][CH2:5][CH2:6]1.